describe an organic reaction: reactants, conditions, products, and yield From a dataset of the Open Reaction Database (ORD), a public repository of structured organic reaction records. The reactants are O=C([O-])[O-], CN(C)C=O, CC(C)OC(=O)NC1Cc2[nH]c3ccc(C#N)cc3c2C1, COc1c(F)cccc1CCl, [Cs+], [Cs+], O. Product: COc1c(F)cccc1Cn1c2c(c3cc(C#N)ccc31)CC(NC(=O)OC(C)C)C2. As a reaction SMILES: [C:33](=[O:34])([O-:35])[O-:36].[CH3:39][N:40]([CH3:41])[CH:42]=[O:43].[CH:1]([CH3:2])([CH3:3])[O:4][C:5]([NH:6][CH:7]1[CH2:8][c:9]2[c:10]([nH:11][c:12]3[cH:13][cH:14][c:15]([C:18]#[N:19])[cH:16][c:17]23)[CH2:20]1)=[O:21].[Cl:22][CH2:23][c:24]1[c:25]([O:31][CH3:32])[c:26]([F:30])[cH:27][cH:28][cH:29]1.[Cs+:37].[Cs+:38].[OH2:44]>>[CH:1]([CH3:2])([CH3:3])[O:4][C:5]([NH:6][CH:7]1[CH2:8][c:9]2[c:10]([n:11]([CH2:23][c:24]3[c:25]([O:31][CH3:32])[c:26]([F:30])[cH:27][cH:28][cH:29]3)[c:12]3[cH:13][cH:14][c:15]([C:18]#[N:19])[cH:16][c:17]23)[CH2:20]1)=[O:21].